This data is from the Open Reaction Database (ORD), a public repository of structured organic reaction records. The task is: describe an organic reaction: reactants, conditions, products, and yield Reactants: C(C1=CC=CC=C1)N1N=C2C=C(C=CC2=C1)C=1C=C(N2N=CN=C(C21)N)C2CCNCC2 (5-(2-benzyl-2H-indazol-6-yl)-7-piperidin-4-ylpyrrolo[2,1-f][1,2,4]triazin-4-amine), ClCC(=O)N(C)C (2-chloro-N,N-dimethylacetamide), C(C)(C)N(C(C)C)CC (N,N-diisopropylethylamine), CN(C)C=O (DMF). Conditions: temperature 60 celsius, time 17 hour. Product: NC1=NC=NN2C1=C(C=C2C2CN(CCC2)CC(=O)N(C)C)C=2C=CC1=CN(N=C1C2)CC2=CC=CC=C2 (2-{3-[4-amino-5-(2-benzyl-2H-indazol-6-yl)pyrrolo[2,1-f][1,2,4]triazin-7-yl]piperidin-1-yl}-N,N-dimethylacetamide). Yield: 19.0%. As a reaction SMILES: [CH2:1]([N:8]1[CH:16]=[C:15]2[C:10]([CH:11]=[C:12]([C:17]3[CH:18]=[C:19]([CH:27]4CCN[CH2:29][CH2:28]4)[N:20]4[C:25]=3[C:24]([NH2:26])=[N:23][CH:22]=[N:21]4)[CH:13]=[CH:14]2)=[N:9]1)[C:2]1[CH:7]=[CH:6][CH:5]=[CH:4][CH:3]=1.Cl[CH2:34][C:35]([N:37]([CH3:39])[CH3:38])=[O:36].C(N(CC)C(C)C)(C)C.C[N:50]([CH:52]=O)[CH3:51]>>[NH2:26][C:24]1[C:25]2=[C:17]([C:12]3[CH:13]=[CH:14][C:15]4[C:10]([CH:11]=3)=[N:9][N:8]([CH2:1][C:2]3[CH:7]=[CH:6][CH:5]=[CH:4][CH:3]=3)[CH:16]=4)[CH:18]=[C:19]([CH:27]3[CH2:28][CH2:29][CH2:52][N:50]([CH2:34][C:35]([N:37]([CH3:39])[CH3:38])=[O:36])[CH2:51]3)[N:20]2[N:21]=[CH:22][N:23]=1. Reported procedure: To a solution of 5-(2-benzyl-2H-indazol-6-yl)-7-piperidin-4-ylpyrrolo[2,1-f][1,2,4]triazin-4-amine (100 mg, 0.24 mmol) in DMF (1.5 mL) was added 2-chloro-N,N-dimethylacetamide (32 mg, 0.26 mmol) and N,N-diisopropylethylamine (123 μL, 0.71 mmol). The reaction was stirred at 60° C. for 17 h. The crude mixture was purified via ISCO® chromatography using 9:1 CH2Cl2 to afford 23 mg (19%) of the desired product. 1H NMR (400 MHz, DMSO-d6) δ 8.54 (s, 1 H), 7.89 (s, 1 H), 7.78 (d, 1 H), 7.57 (s, 1 H), 7....